This data is from the Open Reaction Database (ORD), a public repository of structured organic reaction records. The task is: describe an organic reaction: reactants, conditions, products, and yield The reactants are C(=S)=S (carbon disulfide), [OH-].[K+] (potassium hydroxide), COC1=CC=C(C=C1)CC(=O)NN ((4-methoxyphenyl)acetic acid hydrazide). Run in O (water), C(C)O (ethanol). Product: COC1=CC=C(CC2=NNC(O2)=S)C=C1 (5-(4-methoxybenzyl)-1,3,4-oxadiazole-2(3H)-thione). RXN SMILES: [OH-].[K+].[CH3:3][O:4][C:5]1[CH:10]=[CH:9][C:8]([CH2:11][C:12]([NH:14][NH2:15])=[O:13])=[CH:7][CH:6]=1.[C:16](=S)=[S:17]>O.C(O)C>[CH3:3][O:4][C:5]1[CH:6]=[CH:7][C:8]([CH2:11][C:12]2[O:13][C:16](=[S:17])[NH:15][N:14]=2)=[CH:9][CH:10]=1 |f:0.1|. Procedure details: A solution of potassium hydroxide (0.7 g) in water (2 cm3) was added to a stirred solution of (4-methoxyphenyl)acetic acid hydrazide (1.99 g) in ethanol (30 cm3). carbon disulfide (0.7 cm3) was added and the reaction was heated to reflux for 6 hours and then left to cool. The reaction mixture was evaporated to dryness under reduced pressure and the solid residue dissolved in water. The pH was adjusted to 1 with concentrated hydrochloric acid, resulting in formation of a white precipitate. The pr...